The task is: describe an organic reaction: reactants, conditions, products, and yield. This data is from the Open Reaction Database (ORD), a public repository of structured organic reaction records. Starting materials: NCCCNC(OC(C)(C)C)=O (tert-butyl (3-aminopropyl)carbamate), O (Water), ClC1=CC=C(C(=N1)N)[N+](=O)[O-] (6-chloro-3-nitropyridine-2-amine), C([O-])(O)=O.[K+] (potassium bicarbonate). The product is NC1=C(C=CC(=N1)NCCCNC(OC(C)(C)C)=O)[N+](=O)[O-] (tert-Butyl {3-[(6-amino-5-nitropyridin-2-yl)amino]propyl}carbamate). Conditions: temperature 90 celsius. The solvent is CN(C)C=O (DMF). Procedure: 150.6 mg (0.864 mmol) of tert-butyl (3-aminopropyl)carbamate, 300 mg (1.73 mmol) of 6-chloro-3-nitropyridine-2-amine and 173 mg (1.73 mmol) of potassium bicarbonate are suspended in 10 ml of DMF and heated at 90° C. for 16 h. Water is added to the mixture, which is then extracted three times with ethyl acetate. Purification of the crude product by preparative HPLC and drying under high vacuum result in 195 mg (65% of theory) of product. Reaction SMILES: [NH2:1][CH2:2][CH2:3][CH2:4][NH:5][C:6](=[O:12])[O:7][C:8]([CH3:11])([CH3:10])[CH3:9].Cl[C:14]1[N:19]=[C:18]([NH2:20])[C:17]([N+:21]([O-:23])=[O:22])=[CH:16][CH:15]=1.C(=O)(O)[O-].[K+].O>CN(C=O)C>[NH2:20][C:18]1[N:19]=[C:14]([NH:1][CH2:2][CH2:3][CH2:4][NH:5][C:6](=[O:12])[O:7][C:8]([CH3:9])([CH3:11])[CH3:10])[CH:15]=[CH:16][C:17]=1[N+:21]([O-:23])=[O:22] |f:2.3|. The reactants are BrC=1C(=CC(=C(C(=O)NC=2C=NC=CC2)C1)OCC1=CC=C(C=C1)F)CN1CCOCC1 (5-Bromo-2-{[(4-fluorophenyl)methyl]oxy}-4-(4-morpholinylmethyl)-N-3-pyridinylbenzamide), CN1N=CC(=C1)B1OC(C(O1)(C)C)(C)C (1-methyl-4-(4,4,5,5-tetramethyl-1,3,2-dioxaborolan-2-yl)-1H-pyrazole), C([O-])([O-])=O.[Na+].[Na+] (sodium carbonate). The reagents and catalysts are C=1C=CC(=CC1)[P](C=2C=CC=CC2)(C=3C=CC=CC3)[Pd]([P](C=4C=CC=CC4)(C=5C=CC=CC5)C=6C=CC=CC6)([P](C=7C=CC=CC7)(C=8C=CC=CC8)C=9C=CC=CC9)[P](C=1C=CC=CC1)(C=1C=CC=CC1)C=1C=CC=CC1 (Pd(Ph3P)4). The solvent is COCCOC (1,2-dimethoxyethane). Run at temperature 120 celsius. Yields the product FC1=CC=C(C=C1)COC1=C(C(=O)NC=2C=NC=CC2)C=C(C(=C1)CN1CCOCC1)C=1C=NN(C1)C (2-{[(4-Fluorophenyl)methyl]oxy}-5-(1-methyl-1H-pyrazol-4-yl)-4-(4-morpholinylmethyl)-N-3-pyridinylbenzamide). RXN SMILES: Br[C:2]1[C:3]([CH2:26][N:27]2[CH2:32][CH2:31][O:30][CH2:29][CH2:28]2)=[CH:4][C:5]([O:17][CH2:18][C:19]2[CH:24]=[CH:23][C:22]([F:25])=[CH:21][CH:20]=2)=[C:6]([CH:16]=1)[C:7]([NH:9][C:10]1[CH:11]=[N:12][CH:13]=[CH:14][CH:15]=1)=[O:8].[CH3:33][N:34]1[CH:38]=[C:37](B2OC(C)(C)C(C)(C)O2)[CH:36]=[N:35]1.C(=O)([O-])[O-].[Na+].[Na+]>COCCOC.C1C=CC([P]([Pd]([P](C2C=CC=CC=2)(C2C=CC=CC=2)C2C=CC=CC=2)([P](C2C=CC=CC=2)(C2C=CC=CC=2)C2C=CC=CC=2)[P](C2C=CC=CC=2)(C2C=CC=CC=2)C2C=CC=CC=2)(C2C=CC=CC=2)C2C=CC=CC=2)=CC=1>[F:25][C:22]1[CH:23]=[CH:24][C:19]([CH2:18][O:17][C:5]2[CH:4]=[C:3]([CH2:26][N:27]3[CH2:32][CH2:31][O:30][CH2:29][CH2:28]3)[C:2]([C:37]3[CH:36]=[N:35][N:34]([CH3:33])[CH:38]=3)=[CH:16][C:6]=2[C:7]([NH:9][C:10]2[CH:11]=[N:12][CH:13]=[CH:14][CH:15]=2)=[O:8])=[CH:20][CH:21]=1 |f:2.3.4,^1:63,65,84,103|. Procedure details: To a solution of 5-bromo-2-{[(4-fluorophenyl)methyl]oxy}-4-(4-morpholinylmethyl)-N-3-pyridinylbenzamide (may be prepared as described in Example 15; 95 mg, 0.19 mmol) in 1,2-dimethoxyethane (5 ml) was added 1-methyl-4-(4,4,5,5-tetramethyl-1,3,2-dioxaborolan-2-yl)-1H-pyrazole (47.4 mg, 0.23 mmol), Pd(Ph3P)4 (13.16 mg, 0.01 mmol) and sodium carbonate (0.38 ml, 0.38 mmol). The mixture was heated at 120° C. in the microwave for 35 minutes, cooled and the solvent removed in vacuo to give a solid. Pur... The reactants are COC(C1=CC=C(C=C1)NC(=O)C=1C=CC=2C=C3N(C2C1)C(CNC3=O)C)=O (4-[(4-Methyl-1-oxo-1,2,3,4-tetrahydro-pyrazino[1,2-a]indole-7-carbonyl)-amino]-benzoic acid methyl ester), [OH-].[K+] (KOH). Run in CCO (EtOH). Run at temperature 80 celsius. The product is CC1CNC(C=2N1C=1C=C(C=CC1C2)C(=O)NC2=CC=C(C(=O)O)C=C2)=O (4-[(4-methyl-1-oxo-1,2,3,4-tetrahydro-pyrazino[1,2-a]indole-7-carbonyl)-amino]-benzoic acid). The yield is 55.0%. Reaction SMILES: C[O:2][C:3](=[O:28])[C:4]1[CH:9]=[CH:8][C:7]([NH:10][C:11]([C:13]2[CH:14]=[CH:15][C:16]3[CH:17]=[C:18]4[C:25](=[O:26])[NH:24][CH2:23][CH:22]([CH3:27])[N:19]4[C:20]=3[CH:21]=2)=[O:12])=[CH:6][CH:5]=1.[OH-].[K+]>CCO>[CH3:27][CH:22]1[N:19]2[C:20]3[CH:21]=[C:13]([C:11]([NH:10][C:7]4[CH:6]=[CH:5][C:4]([C:3]([OH:28])=[O:2])=[CH:9][CH:8]=4)=[O:12])[CH:14]=[CH:15][C:16]=3[CH:17]=[C:18]2[C:25](=[O:26])[NH:24][CH2:23]1 |f:1.2|. Procedure: To a suspension of 1b (Example 1) (33 mg, 0.09 mmol) in EtOH (2 mL) was added 10% of aqueous KOH (174 uL, 0.35 mmol). The mixture was heated to 80° C. for 3 h. The reaction was cooled to room temperature and concentrated. The resulting residue was dissolved in water (7 mL) and acidified with 6 N HCl to pH ˜2. A large amount of white precipitate formed which was filtered and rinsed with ether and dried in the vacuum oven (50° C.) to provide 18 mg of the title compound, yield 57%. ESI-MS m/z 362.3... The reactants are CS(C)=O, O=[N+]([O-])c1ccc(-n2cnc(Cl)n2)c(O)c1, CI, [K+], [OH-], O. Product: COc1cc([N+](=O)[O-])ccc1-n1cnc(Cl)n1. Reaction SMILES: [CH3:21][S:22]([CH3:23])=[O:24].[Cl:3][c:4]1[n:5][n:6](-[c:9]2[c:10]([OH:18])[cH:11][c:12]([N+:15](=[O:16])[O-:17])[cH:13][cH:14]2)[cH:7][n:8]1.[I:1][CH3:2].[K+:20].[OH-:19].[OH2:25]>>[Cl:3][c:4]1[n:5][n:6](-[c:9]2[c:10]([O:18][CH3:21])[cH:11][c:12]([N+:15](=[O:16])[O-:17])[cH:13][cH:14]2)[cH:7][n:8]1. Reactants: CCOC(=O)Cl, COc1ccc(-c2ncnc3c(C(=O)NC4CCNCC4)c[nH]c23)c(OCC2CC2)c1. The product is CCOC(=O)N1CCC(NC(=O)c2c[nH]c3c(-c4ccc(OC)cc4OCC4CC4)ncnc23)CC1. As a reaction SMILES: [Cl:32][C:33](=[O:34])[O:35][CH2:36][CH3:37].[NH:1]1[CH2:2][CH2:3][CH:4]([NH:7][C:8](=[O:9])[c:10]2[cH:11][nH:12][c:13]3[c:14]2[n:15][cH:16][n:17][c:18]3-[c:19]2[c:20]([O:27][CH2:28][CH:29]3[CH2:30][CH2:31]3)[cH:21][c:22]([O:25][CH3:26])[cH:23][cH:24]2)[CH2:5][CH2:6]1>>[N:1]1([C:33](=[O:34])[O:35][CH2:36][CH3:37])[CH2:2][CH2:3][CH:4]([NH:7][C:8](=[O:9])[c:10]2[cH:11][nH:12][c:13]3[c:14]2[n:15][cH:16][n:17][c:18]3-[c:19]2[c:20]([O:27][CH2:28][CH:29]3[CH2:30][CH2:31]3)[cH:21][c:22]([O:25][CH3:26])[cH:23][cH:24]2)[CH2:5][CH2:6]1. The reactants are C(C)OC(COC1=C(C=C(C=C1)SC1=CC(=CC(=C1)OCC(CC)CC)Br)C)=O ({4-[3-Bromo-5-(2-ethyl-butoxy)-phenylsulfanyl]-2-methyl-phenoxy}-acetic acid ethyl ester), C1(=CC=CC=C1)C#C (phenyl acetylene), C(C)OC(COC1=C(C=C(C=C1)SC1=CC(=CC(=C1)C#CC1=CC=C(C=C1)CO)OCCC1=CC=C(C=C1)Cl)C)=O ({4-[3-[2-(4-Chloro-phenyl)ethoxy]-5-(4-hydroxymethyl-phenylethynyl)-phenylsulfanyl]-2-methyl-phenoxy}-acetic acid ethyl ester). Yields the product C(C)OC(COC1=C(C=C(C=C1)SC1=CC(=CC(=C1)C#CC1=CC=CC=C1)OCC(CC)CC)C)=O ({4-[3-(2-Ethyl-butoxy)-5-phenylethynyl-phenylsulfanyl]-2-methylphenoxy}-acetic Acid Ethyl Ester). RXN SMILES: [CH2:1]([O:3][C:4](=[O:29])[CH2:5][O:6][C:7]1[CH:12]=[CH:11][C:10]([S:13][C:14]2[CH:19]=[C:18]([O:20][CH2:21][CH:22]([CH2:25][CH3:26])[CH2:23][CH3:24])[CH:17]=[C:16](Br)[CH:15]=2)=[CH:9][C:8]=1[CH3:28])[CH3:2].[C:30]1([C:36]#[CH:37])[CH:35]=[CH:34][CH:33]=[CH:32][CH:31]=1.C(OC(=O)COC1C=CC(SC2C=C(C#CC3C=CC(CO)=CC=3)C=C(OCCC3C=CC(Cl)=CC=3)C=2)=CC=1C)C>>[CH2:1]([O:3][C:4](=[O:29])[CH2:5][O:6][C:7]1[CH:12]=[CH:11][C:10]([S:13][C:14]2[CH:15]=[C:16]([C:37]#[C:36][C:30]3[CH:35]=[CH:34][CH:33]=[CH:32][CH:31]=3)[CH:17]=[C:18]([O:20][CH2:21][CH:22]([CH2:25][CH3:26])[CH2:23][CH3:24])[CH:19]=2)=[CH:9][C:8]=1[CH3:28])[CH3:2]. Procedure details: The title product was prepared from {4-[3-Bromo-5-(2-ethyl-butoxy)-phenylsulfanyl]-2-methyl-phenoxy}-acetic acid ethyl ester (200 mg; 0.42 mmol), (phenyl acetylene (170 mg; 1.66 mmol) applying the procedure described for {4-[3-[2-(4-Chloro-phenyl)ethoxy]-5-(4-hydroxymethyl-phenylethynyl)-phenylsulfanyl]-2-methyl-phenoxy}-acetic acid ethyl ester. The crude product was purified by preparative HPLC (method B). Yield: 170 mg (82%). HPLC-MS: m/z: 502.9 (M)+; Rt: 3.32 min.